From a dataset of the Open Reaction Database (ORD), a public repository of structured organic reaction records. describe an organic reaction: reactants, conditions, products, and yield The reactants are CS(=O)(=O)c1ccc(O)cc1, CCO, Cc1cc(CCl)cc(C)n1, Cl, [Na+], [OH-]. Product: Cc1cc(COc2ccc(S(C)(=O)=O)cc2)cc(C)n1. Reaction SMILES: [CH3:12][S:13](=[O:14])(=[O:15])[c:16]1[cH:17][cH:18][c:19]([OH:22])[cH:20][cH:21]1.[CH3:25][CH2:26][OH:27].[Cl:2][CH2:3][c:4]1[cH:5][c:6]([CH3:11])[n:7][c:8]([CH3:10])[cH:9]1.[ClH:1].[Na+:24].[OH-:23]>>[CH2:3]([c:4]1[cH:5][c:6]([CH3:11])[n:7][c:8]([CH3:10])[cH:9]1)[O:22][c:19]1[cH:18][cH:17][c:16]([S:13]([CH3:12])(=[O:14])=[O:15])[cH:21][cH:20]1. Starting materials: C(=O)(OCC1=CC=CC=C1)N[C@@H](CC(OCC1=CC=CC=C1)=O)C(=O)N[C@@H](COCC1=CC=CC=C1)C(=O)N[C@@H](CC(O)=O)C(=O)N1[C@H](C(=O)N[C@@H](CCCNC(N)=N)C(=O)O)CCC1 (N-carbobenzoxy-O-benzyl-L-aspartyl-O-benzyl-L-seryl-L-aspartyl-L-prolyl-L-arginine). Reagents/catalysts: [Pd] (Palladium on charcoal). The solvent is C(C)(=O)[O-].[NH4+] (ammonium acetate). The product is N[C@@H](CC(O)=O)C(=O)N[C@@H](CO)C(=O)N[C@@H](CC(O)=O)C(=O)N1[C@H](C(=O)N[C@@H](CCCNC(N)=N)C(=O)O)CCC1 (L-Aspartyl-L-Seryl-L-Aspartyl-L-Prolyl-L-Arginine). RXN SMILES: C([NH:11][C@H:12]([C:24]([NH:26][C@H:27]([C:37]([NH:39][C@H:40]([C:45]([N:47]1[CH2:65][CH2:64][CH2:63][C@H:48]1[C:49]([NH:51][C@H:52]([C:60]([OH:62])=[O:61])[CH2:53][CH2:54][CH2:55][NH:56][C:57](=[NH:59])[NH2:58])=[O:50])=[O:46])[CH2:41][C:42](=[O:44])[OH:43])=[O:38])[CH2:28][O:29]CC1C=CC=CC=1)=[O:25])[CH2:13][C:14](=[O:23])[O:15]CC1C=CC=CC=1)(OCC1C=CC=CC=1)=O>C([O-])(=O)C.[NH4+].[Pd]>[NH2:11][C@H:12]([C:24]([NH:26][C@H:27]([C:37]([NH:39][C@H:40]([C:45]([N:47]1[CH2:65][CH2:64][CH2:63][C@H:48]1[C:49]([NH:51][C@H:52]([C:60]([OH:62])=[O:61])[CH2:53][CH2:54][CH2:55][NH:56][C:57](=[NH:58])[NH2:59])=[O:50])=[O:46])[CH2:41][C:42](=[O:43])[OH:44])=[O:38])[CH2:28][OH:29])=[O:25])[CH2:13][C:14](=[O:15])[OH:23] |f:1.2|. Procedure: N-carbobenzoxy-O-benzyl-L-aspartyl-O-benzyl-L-seryl-L-aspartyl-L-prolyl-L-arginine (2.7 Kg) is dissolved in 19 L of aqueous 2.3M ammonium acetate. Palladium on charcoal (5-20%) is added. The mixture is purged with nitrogen and then contacted with hydrogen flowing at a rate of 50-100 L/hr for three to sixteen hours at 15°-25° C. and from atmospheric pressure to 50 psig. The reactants are CCCCc1nc(C(O)CC)c(C#N)n1Cc1ccc(-c2ccccc2C(=O)OC(C)(C)C)cc1, CCO, [Na+], [OH-]. Yields the product CCCCc1nc(C(=O)CC)c(C#N)n1Cc1ccc(-c2ccccc2C(=O)OC(C)(C)C)cc1. Reaction SMILES: [C:3]([CH3:4])([CH3:5])([CH3:6])[O:7][C:8](=[O:9])[c:10]1[c:11](-[c:16]2[cH:17][cH:18][c:19]([CH2:22][n:23]3[c:24]([CH2:34][CH2:35][CH2:36][CH3:37])[n:25][c:26]([CH:30]([CH2:31][CH3:32])[OH:33])[c:27]3[C:28]#[N:29])[cH:20][cH:21]2)[cH:12][cH:13][cH:14][cH:15]1.[CH3:38][CH2:39][OH:40].[Na+:2].[OH-:1]>>[C:3]([CH3:4])([CH3:5])([CH3:6])[O:7][C:8](=[O:9])[c:10]1[c:11](-[c:16]2[cH:17][cH:18][c:19]([CH2:22][n:23]3[c:24]([CH2:34][CH2:35][CH2:36][CH3:37])[n:25][c:26]([C:30]([CH2:31][CH3:32])=[O:33])[c:27]3[C:28]#[N:29])[cH:20][cH:21]2)[cH:12][cH:13][cH:14][cH:15]1. Reactants: CCOC(=N)c1ncc([N+](=O)[O-])n1C, CO, NNC(N)=S, O=S(=O)(O)O. Yields the product Cn1c([N+](=O)[O-])cnc1C(=N)NNC(N)=S. As a reaction SMILES: [CH3:1][n:2]1[c:3]([C:10]([O:11][CH2:12][CH3:13])=[NH:14])[n:4][cH:5][c:6]1[N+:7](=[O:8])[O-:9].[CH3:25][OH:26].[NH2:15][NH:16][C:17](=[S:18])[NH2:19].[S:20](=[O:21])(=[O:22])([OH:23])[OH:24]>>[CH3:1][n:2]1[c:3]([C:10](=[NH:14])[NH:15][NH:16][C:17](=[S:18])[NH2:19])[n:4][cH:5][c:6]1[N+:7](=[O:8])[O-:9]. Reactants: ClC=1C(=NC=C(N1)C(=O)O)NCC#C (3-Chloro-2-(2-propyn-1-ylamino)pyrazine-5-carboxylic acid). Run in FC(C(=O)O)(F)F (trifluoroacetic acid), mercuric oxide. Yields the product ClC=1C=2N(C=C(N1)C(=O)O)C(=CN2)C (8-chloro-3-methylimidazo[1,2-a]pyrazine-6-carboxylic acid). Reaction SMILES: [Cl:1][C:2]1[C:3]([NH:11][CH2:12][C:13]#[CH:14])=[N:4][CH:5]=[C:6]([C:8]([OH:10])=[O:9])[N:7]=1>FC(F)(F)C(O)=O>[Cl:1][C:2]1[C:3]2[N:4]([C:13]([CH3:14])=[CH:12][N:11]=2)[CH:5]=[C:6]([C:8]([OH:10])=[O:9])[N:7]=1. Procedure details: 3-Chloro-2-(2-propyn-1-ylamino)pyrazine-5-carboxylic acid is dissolved in 100 ml trifluoroacetic acid containing 1 g of mercuric oxide and the mixture is heated 4 hours on the steam bath and concentrated under vacuum. The residue is dissolved in aqueous sodium bicarbonate and 8-chloro-3-methylimidazo[1,2-a]pyrazine-6-carboxylic acid precipitated with acetic acid by adjusting the pH to approximately 7. Starting materials: CI (methyl iodide), C1(=CC=CC2=CC=CC=C12)COC=1C=C(C(=O)NC2=CC=C(C=C2)CN2CCCCC2)C=CC1 (3-(1-naphthylmethoxy)-4′-(piperidinomethyl)benzanilide), C(C)(=O)OCC (Ethyl acetate). Run in CN(C)C=O (DMF). Reaction conditions: time 38 hour. Product: [I-].C[N+]1(CCCCC1)CC1=CC=C(C=C1)NC(C1=CC(=CC=C1)OCC1=CC=CC2=CC=CC=C12)=O (1-methyl-1-[4-[3-(1-naphthylmethoxy)benzoylamino]benzyl]piperidinium iodide). RXN SMILES: [C:1]1([CH2:11][O:12][C:13]2[CH:14]=[C:15]([CH:32]=[CH:33][CH:34]=2)[C:16]([NH:18][C:19]2[CH:24]=[CH:23][C:22]([CH2:25][N:26]3[CH2:31][CH2:30][CH2:29][CH2:28][CH2:27]3)=[CH:21][CH:20]=2)=[O:17])[C:10]2[C:5](=[CH:6][CH:7]=[CH:8][CH:9]=2)[CH:4]=[CH:3][CH:2]=1.C[I:36].[C:37](OCC)(=O)C>CN(C=O)C>[I-:36].[CH3:37][N+:26]1([CH2:25][C:22]2[CH:23]=[CH:24][C:19]([NH:18][C:16](=[O:17])[C:15]3[CH:32]=[CH:33][CH:34]=[C:13]([O:12][CH2:11][C:1]4[C:10]5[C:5](=[CH:6][CH:7]=[CH:8][CH:9]=5)[CH:4]=[CH:3][CH:2]=4)[CH:14]=3)=[CH:20][CH:21]=2)[CH2:31][CH2:30][CH2:29][CH2:28][CH2:27]1 |f:4.5|. Procedure: To 3-(1-naphthylmethoxy)-4′-(piperidinomethyl)benzanilide (950 mg) dissolved in DMF (8 ml) was added methyl iodide (394 μl), and the resulting mixture was stirred at room temperature for 38 hours. Ethyl acetate (200 ml) was added to this reaction mixture, and the resulting precipitate was collected by filtration to obtain 1-methyl-1-[4-[3-(1-naphthylmethoxy)benzoylamino]benzyl]piperidinium iodide (compound 89) (1.21 g) as colorless crystals. Reactants: COC(=O)c1ccc(Br)cc1S(=O)(=O)C(C)C, C1CCOC1, Cl, [Na+], [OH-], O. Product: CC(C)S(=O)(=O)c1cc(Br)ccc1C(=O)O. As a reaction SMILES: [Br:1][c:2]1[cH:3][c:4]([S:12](=[O:13])(=[O:14])[CH:15]([CH3:16])[CH3:17])[c:5]([C:6](=[O:7])[O:8][CH3:9])[cH:10][cH:11]1.[CH2:21]1[O:22][CH2:23][CH2:24][CH2:25]1.[ClH:20].[Na+:19].[OH-:18].[OH2:26]>>[Br:1][c:2]1[cH:3][c:4]([S:12](=[O:13])(=[O:14])[CH:15]([CH3:16])[CH3:17])[c:5]([C:6](=[O:7])[OH:8])[cH:10][cH:11]1. Starting materials: OC1=C(C=CC=C1)CCC=O (3-(hydroxyphenyl)propionaldehyde), [H][H] (hydrogen). The product is OC1=C(C=CC=C1)CCCO (3-(hydroxyphenyl)propanol), formula II. As a reaction SMILES: [OH:1][C:2]1[CH:7]=[CH:6][CH:5]=[CH:4][C:3]=1[CH2:8][CH2:9][CH:10]=[O:11].[H][H]>>[OH:1][C:2]1[CH:7]=[CH:6][CH:5]=[CH:4][C:3]=1[CH2:8][CH2:9][CH2:10][OH:11]. Procedure: A process as claimed in claim 1, wherein the 3-(hydroxyphenyl)propionaldehyde I obtained as the product in a first step is hydrogenated in a second step by reaction with hydrogen in the presence of a hydrogenation catalyst at from 0° to 250° C. and under from 0.1 to 300 bar to obtain the corresponding 3-(hydroxyphenyl)propanol of the formula II ##STR14## where R1, R2, R3 and R4 have the same meanings as in claim 1. The reactants are ClC=1C=C(C=CC1C1CCCCC1)CC#N (3-chloro-4-cyclohexyl-phenylacetonitrile), C(C)O (ethanol), S(O)(O)(=O)=O (sulfuric acid). Solvent: O (water). The product is C(C)OC(CC1=CC(=C(C=C1)C1CCCCC1)Cl)=O (3-chloro-4-cyclohexylphenylacetic acid ethyl ester). Reaction SMILES: [Cl:1][C:2]1[CH:3]=[C:4]([CH2:14][C:15]#N)[CH:5]=[CH:6][C:7]=1[CH:8]1[CH2:13][CH2:12][CH2:11][CH2:10][CH2:9]1.[CH2:17]([OH:19])[CH3:18].S(=O)(=O)(O)[OH:21]>O>[CH2:17]([O:19][C:15](=[O:21])[CH2:14][C:4]1[CH:5]=[CH:6][C:7]([CH:8]2[CH2:13][CH2:12][CH2:11][CH2:10][CH2:9]2)=[C:2]([Cl:1])[CH:3]=1)[CH3:18]. Procedure details: A mixture of 11.5 g of 3-chloro-4-cyclohexyl-phenylacetonitrile, 15 ml of absolute ethanol and 5.3 ml of concentrated sulfuric acid is refluxed overnight, then diluted with water and several times extracted with ether. The ethereal solution is washed with sodium bicarbonate solution and water and dried over sodium sulfate, evaporated, and the residue is distilled under a high vacuum, to yield 12.5 g of 3-chloro-4-cyclohexylphenylacetic acid ethyl ester boiling at 137° to 139°C under 0.3 mm Hg pr... Starting materials: O (Water), C1(=CC=CC=C1)CCCC(CC(=O)OCC)=O (Ethyl 6-phenyl-3-oxohexanoate), N(=[N+]=[N-])C1=CC=C(C(=O)NCC)C=C1 (4-azido-N-ethylbenzamide), [O-]CC.[Na+] (sodium ethoxide). Solvent: C(C)O (ethanol), C(C)O (ethanol). Run at temperature 60 celsius, time 10.5 hour. Yields the product C(C)NC(=O)C1=CC=C(C=C1)N1N=NC(=C1CCCC1=CC=CC=C1)C(=O)O (1-{4-[(ethylamino)carbonyl]phenyl}-5-(3-phenylpropyl)-1H-1,2,3-triazole-4-carboxylic acid). Yield: 92.6%. As a reaction SMILES: [C:1]1([CH2:7][CH2:8][CH2:9][C:10](=O)[CH2:11][C:12]([O:14]CC)=[O:13])[CH:6]=[CH:5][CH:4]=[CH:3][CH:2]=1.[N:18]([C:21]1[CH:31]=[CH:30][C:24]([C:25]([NH:27][CH2:28][CH3:29])=[O:26])=[CH:23][CH:22]=1)=[N+:19]=[N-:20].[O-]CC.[Na+].O>C(O)C>[CH2:28]([NH:27][C:25]([C:24]1[CH:30]=[CH:31][C:21]([N:18]2[C:10]([CH2:9][CH2:8][CH2:7][C:1]3[CH:2]=[CH:3][CH:4]=[CH:5][CH:6]=3)=[C:11]([C:12]([OH:14])=[O:13])[N:20]=[N:19]2)=[CH:22][CH:23]=1)=[O:26])[CH3:29] |f:2.3|. Reported procedure: Ethyl 6-phenyl-3-oxohexanoate (1.11 g, 4.73 mmol, 1.25 eq.) obtained in Example 100a) and 4-azido-N-ethylbenzamide (0.719 g, 3.78 mmol) were dissolved in ethanol (20 ml), sodium ethoxide (357 mg, 4.73 mmol, 1.25 eq.) was added, and the mixture was stirred at room temperature for 30 min and at 60° C. for 10.5 hr. Water (20 ml) was added to the reaction mixture, ethanol was evaporated, and the residue was diluted with 2% aqueous sodium carbonate solution (20 ml) and washed with ethyl acetate-hexan...